From a dataset of the Open Reaction Database (ORD), a public repository of structured organic reaction records. describe an organic reaction: reactants, conditions, products, and yield Reactants: C(C)(C)(C)NS(=O)(=O)C=1C(=CC=CC1)C1=CC=C(C=C1)CN1C(=NC(=C1C(C)=O)Cl)C1=CC=CC=C1 (4′-(5-acetyl-4-chloro-2-phenylimidazol-1-ylmethyl)biphenyl-2-sulfonic acid tert-butylamide), C1(=CC=CC=C1)OC (anisole). The solvent is FC(C(=O)O)(F)F (trifluoroacetic acid). Run at time 24 hour. The product is C(C)(=O)C1=C(N=C(N1CC1=CC=C(C=C1)C=1C(=CC=CC1)S(=O)(=O)N)C1=CC=CC=C1)Cl (4′-(5-Acetyl-4-chloro-2-phenylimidazol-1-ylmethyl)biphenyl-2-sulfonamide). Yield: 97.5%. Reaction SMILES: C([NH:5][S:6]([C:9]1[C:10]([C:15]2[CH:20]=[CH:19][C:18]([CH2:21][N:22]3[C:26]([C:27](=[O:29])[CH3:28])=[C:25]([Cl:30])[N:24]=[C:23]3[C:31]3[CH:36]=[CH:35][CH:34]=[CH:33][CH:32]=3)=[CH:17][CH:16]=2)=[CH:11][CH:12]=[CH:13][CH:14]=1)(=[O:8])=[O:7])(C)(C)C.C1(OC)C=CC=CC=1>FC(F)(F)C(O)=O>[C:27]([C:26]1[N:22]([CH2:21][C:18]2[CH:19]=[CH:20][C:15]([C:10]3[C:9]([S:6]([NH2:5])(=[O:8])=[O:7])=[CH:14][CH:13]=[CH:12][CH:11]=3)=[CH:16][CH:17]=2)[C:23]([C:31]2[CH:36]=[CH:35][CH:34]=[CH:33][CH:32]=2)=[N:24][C:25]=1[Cl:30])(=[O:29])[CH3:28]. Procedure details: 1.0 g of 4′-(5-acetyl-4-chloro-2-phenylimidazol-1-ylmethyl)biphenyl-2-sulfonic acid tert-butylamide and 230 μl of anisole are dissolved in 5 ml of trifluoroacetic acid and allowed to stand at RT for 24 h. The volatile constituents are then removed in vacuo and the residue is digested with 50 ml of heptane. 870 mg of an amorphous solid are obtained. The reactants are O=[O+][O-] (ozone), O=[O+][O-] (ozone), C(C1=CC=CC=C1)OC(N[C@@H]1C[C@H](CC1)OCC(=CC1=CC=CC=C1)C1=CC=C(C=C1)C)=O (trans [3-(3-phenyl-2-p-tolyl-allyloxy)-cyclopentyl]-carbamic acid benzyl ester). Run in ClCCl (dichloromethane). The product is C(C1=CC=CC=C1)OC(N[C@@H]1C[C@H](CC1)OCC(C1=CC=C(C=C1)C)=O)=O (trans [3-(2-Oxo-2-p-tolyl-ethoxy)-cyclopentyl]-carbamic acid benzyl ester). Reaction SMILES: [CH2:1]([O:8][C:9](=[O:33])[NH:10][C@H:11]1[CH2:15][CH2:14][C@H:13]([O:16][CH2:17][C:18]([C:26]2[CH:31]=[CH:30][C:29]([CH3:32])=[CH:28][CH:27]=2)=CC2C=CC=CC=2)[CH2:12]1)[C:2]1[CH:7]=[CH:6][CH:5]=[CH:4][CH:3]=1.[O:34]=[O+][O-]>ClCCl>[CH2:1]([O:8][C:9](=[O:33])[NH:10][C@H:11]1[CH2:15][CH2:14][C@H:13]([O:16][CH2:17][C:18](=[O:34])[C:26]2[CH:31]=[CH:30][C:29]([CH3:32])=[CH:28][CH:27]=2)[CH2:12]1)[C:2]1[CH:7]=[CH:6][CH:5]=[CH:4][CH:3]=1. Reported procedure: To a stirred solution of 10 g of trans [3-(3-phenyl-2-p-tolyl-allyloxy)-cyclopentyl]-carbamic acid benzyl ester in 500 mL of dichloromethane cooled to −78° C. was dispersed a stream of ozone from an ozone generator until a blue color persisted. The excess ozone was purged with nitrogen until the blue color dissipated, and 20 mL of methyl sulfide was added. After warming to room temperature over 30 min, the solution was concentrated under reduced pressure. Chromatography over silica gel eluting w... The reactants are ClC1=C(C(=O)OCC)C=CC=N1 (ethyl 2-chloronicotinate), N1CCNCCC1 (homopiperazine). Run in C(C)O (ethanol). Yields the product N1(CCNCCC1)C1=C(C(=O)OCC)C=CC=N1 (Ethyl 2-(Homopiperazin-1-yl)nicotinate). Yield: 82.6%. RXN SMILES: Cl[C:2]1[N:12]=[CH:11][CH:10]=[CH:9][C:3]=1[C:4]([O:6][CH2:7][CH3:8])=[O:5].[NH:13]1[CH2:19][CH2:18][CH2:17][NH:16][CH2:15][CH2:14]1>C(O)C>[N:13]1([C:2]2[N:12]=[CH:11][CH:10]=[CH:9][C:3]=2[C:4]([O:6][CH2:7][CH3:8])=[O:5])[CH2:19][CH2:18][CH2:17][NH:16][CH2:15][CH2:14]1. Procedure details: 10.0 g of ethyl 2-chloronicotinate were heated to reflux for 2 h with 21.6 g of homopiperazine in 150 ml of ethanol. After removing the solvent, the residue was partitioned between NaCl solution and ethyl acetate and the aqueous phase was extracted several times with ethyl acetate. The combined organic phases were dried over magnesium sulfate and concentrated, 11.1 g (83%) of the product being obtained. Starting materials: O=C(Cl)Cc1cccc(C(F)(F)F)c1, [H-], [Na+], CN(C)C=O, O=c1cc(O)c2cccnc2n1-c1ccccc1. Product: O=C(Cc1cccc(C(F)(F)F)c1)c1c(O)c2cccnc2n(-c2ccccc2)c1=O. As a reaction SMILES: [F:21][C:22]([c:23]1[cH:24][c:25]([CH2:29][C:30](=[O:31])[Cl:32])[cH:26][cH:27][cH:28]1)([F:33])[F:34].[H-:19].[Na+:20].[O:35]=[CH:36][N:37]([CH3:38])[CH3:39].[OH:1][c:2]1[cH:3][c:4](=[O:18])[n:5](-[c:12]2[cH:13][cH:14][cH:15][cH:16][cH:17]2)[c:6]2[n:7][cH:8][cH:9][cH:10][c:11]12>>[OH:1][c:2]1[c:3]([C:30]([CH2:29][c:25]2[cH:24][c:23]([C:22]([F:21])([F:33])[F:34])[cH:28][cH:27][cH:26]2)=[O:31])[c:4](=[O:18])[n:5](-[c:12]2[cH:13][cH:14][cH:15][cH:16][cH:17]2)[c:6]2[n:7][cH:8][cH:9][cH:10][c:11]12. Solvent: ClCCl (dichloromethane). Reported procedure: To a solution of N-[3-[N″-(2-benzyloxyethyl)aminosulfonyl]4-chloro-2-hydroxyphenyl]-N′-(2,3-dichlorophenyl) urea (46 mg, 0.08 mmol) in 3mL of dichloromethane was added iodotrimethylsilane (38 mg, 0.19 mmol). The mixture was stirred for 16 hours at room temperature. Purification by column chromatography on silica gel, eluting with ethyl acetate/hexane (60/40, v/v), gave the desired product (14 mg, 37%). LC-MS (m/z) 455.8 (M+). Product: OCCNS(=O)(=O)C=1C(=C(C=CC1Cl)NC(=O)NC1=C(C(=CC=C1)Cl)Cl)O (N-[3-[N″-(2-hydroxyethyl)aminosulfonyl]4-chloro-2-hydroxyphenyl]-N′-(2,3-dichlorophenyl) urea). Isolated yield 38.5%. The reactants are C(C1=CC=CC=C1)OCCNS(=O)(=O)C=1C(=C(C=CC1Cl)NC(=O)NC1=C(C(=CC=C1)Cl)Cl)O (N-[3-[N″-(2-benzyloxyethyl)aminosulfonyl]4-chloro-2-hydroxyphenyl]-N′-(2,3-dichlorophenyl) urea), I[Si](C)(C)C (iodotrimethylsilane). Conditions: time 16 hour. Reaction SMILES: C([O:8][CH2:9][CH2:10][NH:11][S:12]([C:15]1[C:16]([OH:34])=[C:17]([NH:22][C:23]([NH:25][C:26]2[CH:31]=[CH:30][CH:29]=[C:28]([Cl:32])[C:27]=2[Cl:33])=[O:24])[CH:18]=[CH:19][C:20]=1[Cl:21])(=[O:14])=[O:13])C1C=CC=CC=1.I[Si](C)(C)C>ClCCl>[OH:8][CH2:9][CH2:10][NH:11][S:12]([C:15]1[C:16]([OH:34])=[C:17]([NH:22][C:23]([NH:25][C:26]2[CH:31]=[CH:30][CH:29]=[C:28]([Cl:32])[C:27]=2[Cl:33])=[O:24])[CH:18]=[CH:19][C:20]=1[Cl:21])(=[O:14])=[O:13]. Starting materials: [H-].[Na+] (sodium hydride), oil, C(C=C)OC1=C(C=C(C(=O)OCC)C=C1)C=O (ethyl 4-(allyloxy)-3-formylbenzoate), C1CCOC1 (THF). The reagents and catalysts are [Br-].C[P+](C1=CC=CC=C1)(C1=CC=CC=C1)C1=CC=CC=C1 (methyl triphenylphosphonium bromide). Run in CCOC(=O)C (EtOAc). Reaction conditions: time 30 minute. The product is C(C=C)OC1=C(C=C(C(=O)OCC)C=C1)C=C (ethyl 4-(allyloxy)-3-vinylbenzoate). Isolated yield 79.0%. RXN SMILES: [H-].[Na+].[CH2:3]([O:6][C:7]1[CH:17]=[CH:16][C:10]([C:11]([O:13][CH2:14][CH3:15])=[O:12])=[CH:9][C:8]=1[CH:18]=O)[CH:4]=[CH2:5].[CH2:20]1COCC1>[Br-].C[P+](C1C=CC=CC=1)(C1C=CC=CC=1)C1C=CC=CC=1.CCOC(C)=O>[CH2:3]([O:6][C:7]1[CH:17]=[CH:16][C:10]([C:11]([O:13][CH2:14][CH3:15])=[O:12])=[CH:9][C:8]=1[CH:18]=[CH2:20])[CH:4]=[CH2:5] |f:0.1,4.5|. Procedure details: To a stirred suspension of sodium hydride [588 mg (60% oil dispersion), 15 mmol), which had been previously washed with pentane (3×), in THF (30 mL) in a 0° C. ice bath is added methyl triphenylphosphonium bromide (4.6 g, 13 mmol). The suspension is allowed to warm to rt and stir for 30 min. A solution of ethyl 4-(allyloxy)-3-formylbenzoate (2.3 g, 9.8 mmol) in THF (10 mL) is added via canula. The mixture is stirred at rt 2 h. The mixture is diluted with EtOAc and washed with brine. The organic ... Starting materials: solution, P(=O)(OCC)(OCC)C#N (diethyl cyanophosphate), S1SCC(C1)C(=O)O (1,2-dithiolane-4-carboxylic acid), Cl.COC(CCN)=O (β-alanine methyl ester hydrochloride). The solvent is CN(C=O)C (dimethylformamide), O1CCCC1 (tetrahydrofuran). Yields the product S1SCC(C1)C(=O)NCCC(=O)OC (Methyl 3-(1,2-dithiolan-4-ylcarbonyl)aminopropionate). Isolated yield 9.4%. RXN SMILES: [S:1]1[CH2:5][CH:4]([C:6]([OH:8])=O)[CH2:3][S:2]1.Cl.[CH3:10][O:11][C:12](=[O:16])[CH2:13][CH2:14][NH2:15].P(C#N)(OCC)(OCC)=O>CN(C)C=O.O1CCCC1>[S:1]1[CH2:5][CH:4]([C:6]([NH:15][CH2:14][CH2:13][C:12]([O:11][CH3:10])=[O:16])=[O:8])[CH2:3][S:2]1 |f:1.2|. Reported procedure: The reaction was carried out as described in Example 97, but using 5 ml of a solution of 3.3 mmol of 1,2-dithiolane-4-carboxylic acid (prepared as described in Example 96) in anhydrous dimethylformamide, 5 ml of anhydrous tetrahydrofuran, 1.01 ml of torethylamine, 502 mg of β-alanine methyl ester hydrochloride and 0.55 ml of diethyl cyanophosphate. The solvent was removed from the reaction mixture by evaporation under reduced pressure, and water was added to the residue, after which it was extra... The reactants are CN(C(C1=CC(=CC(=C1)C(F)(F)F)C(F)(F)F)=O)C=1C=NC=CC1N1C(CCCC1)C (N-Methyl-N-(2-methyl-3,4,5,6-tetrahydro-2H-[1,4]bipyridinyl-3′-yl)-3,5-bis-trifluoromethyl-benzamide), IC1=C(C=NC=C1)N (4-iodo-pyridin-3-ylamine), oil. Yields the product IC1=C(C=NC=C1)NC ((4-Iodo-pyridin-3-yl)-methyl-amine). RXN SMILES: [CH3:1][N:2]([C:19]1[CH:20]=[N:21][CH:22]=[CH:23][C:24]=1N1CCCCC1C)C(=O)C1C=C(C(F)(F)F)C=C(C(F)(F)F)C=1.[I:32]C1C=CN=CC=1N>>[I:32][C:24]1[CH:23]=[CH:22][N:21]=[CH:20][C:19]=1[NH:2][CH3:1]. Procedure details: The title compound was prepared in analogy to example 25, intermediate b, from 4-iodo-pyridin-3-ylamine. Brown oil (22%) which was pure enough to be used in the next step. The reactants are CC1(OCCO1)C1=CC=C(S1)CN1N=C(C=C1)N (1-[5-(2-methyl-[1,3]dioxolan-2-yl)-thiophen-2-ylmethyl]-1H-pyrazol-3-ylamine), C1(CC1)C=1OC(=C(N1)C(=O)O)C1=CC=CC=C1 (2-cyclopropyl-5-phenyl-oxazole-4-carboxylic acid), 05c. The product is C(C)(=O)C1=CC=C(S1)CN1N=C(C=C1)NC(=O)C=1N=C(OC1C1=CC=CC=C1)C1CC1 (2-Cyclopropyl-5-phenyl-oxazole-4-carboxylic acid [1-(5-acetyl-thiophen-2-ylmethyl)-1H-pyrazol-3-yl]-amide). RXN SMILES: [CH3:1][C:2]1([C:7]2[S:11][C:10]([CH2:12][N:13]3[CH:17]=[CH:16][C:15]([NH2:18])=[N:14]3)=[CH:9][CH:8]=2)[O:6]CCO1.[CH:19]1([C:22]2[O:23][C:24]([C:30]3[CH:35]=[CH:34][CH:33]=[CH:32][CH:31]=3)=[C:25]([C:27](O)=[O:28])[N:26]=2)[CH2:21][CH2:20]1>>[C:2]([C:7]1[S:11][C:10]([CH2:12][N:13]2[CH:17]=[CH:16][C:15]([NH:18][C:27]([C:25]3[N:26]=[C:22]([CH:19]4[CH2:20][CH2:21]4)[O:23][C:24]=3[C:30]3[CH:31]=[CH:32][CH:33]=[CH:34][CH:35]=3)=[O:28])=[N:14]2)=[CH:9][CH:8]=1)(=[O:6])[CH3:1]. Procedure: Following general procedure X followed by C, starting from 1-[5-(2-methyl-[1,3]dioxolan-2-yl)-thiophen-2-ylmethyl]-1H-pyrazol-3-ylamine and 2-cyclopropyl-5-phenyl-oxazole-4-carboxylic acid. LC-MS-conditions 05c: tR=0.80 min; [M+H]+=433.17.